This data is from the Open Reaction Database (ORD), a public repository of structured organic reaction records. The task is: describe an organic reaction: reactants, conditions, products, and yield Reactants: CC(=O)C=1C=CC(=CC1O)O (2,4-Dihydroxyacetophenone), BrCC (bromoethane), C([O-])([O-])=O.[K+].[K+] (potassium carbonate). The solvent is CC(=O)C (acetone). Product: CC(=O)C1=C(C=C(C=C1)OC)O (2-hydroxy-4-methoxyacetophenone). As a reaction SMILES: [CH3:1][C:2]([C:4]1[CH:5]=[CH:6][C:7]([OH:11])=[CH:8][C:9]=1[OH:10])=[O:3].Br[CH2:13]C.C(=O)([O-])[O-].[K+].[K+]>CC(C)=O>[CH3:1][C:2]([C:4]1[CH:5]=[CH:6][C:7]([O:11][CH3:13])=[CH:8][C:9]=1[OH:10])=[O:3] |f:2.3.4|. Procedure details: 2,4-Dihydroxyacetophenone was alkylated with bromoethane in acetone in the presence of potassium carbonate to obtain 2-hydroxy-4-methoxyacetophenone. Using this compound and 2-methoxy-benzoic acid as starting materials, the syntheses according to Examples 1a, b, c, and d yielded the compound (m.p.: 153-154.5° C.). The product is C(C)OP(=O)(CCCCCCN1C(C=2C(C1=O)=CC=CC2)=O)Cl (ethoxy(6-phthalimidohexyl)phosphinyl chloride). The solvent is C1=CC=CC=C1 (benzene). Procedure details: A mixture of (6-phthalimidohexyl)phosphonic acid, diethyl ester, benzene, and phosphorus pentachloride is refluxed according to the procedure of Example 1(f) to give ethoxy(6-phthalimidohexyl)phosphinyl chloride. As a reaction SMILES: [C:1]1(=[O:25])[N:5]([CH2:6][CH2:7][CH2:8][CH2:9][CH2:10][CH2:11][P:12](=O)([O:16]CC)[O:13][CH2:14][CH3:15])[C:4](=[O:20])[C:3]2=[CH:21][CH:22]=[CH:23][CH:24]=[C:2]12.P(Cl)(Cl)(Cl)(Cl)[Cl:27]>C1C=CC=CC=1>[CH2:14]([O:13][P:12]([Cl:27])([CH2:11][CH2:10][CH2:9][CH2:8][CH2:7][CH2:6][N:5]1[C:4](=[O:20])[C:3]2=[CH:21][CH:22]=[CH:23][CH:24]=[C:2]2[C:1]1=[O:25])=[O:16])[CH3:15]. Starting materials: C1(C=2C(C(N1CCCCCCP(OCC)(OCC)=O)=O)=CC=CC2)=O ((6-phthalimidohexyl)phosphonic acid, diethyl ester), P(Cl)(Cl)(Cl)(Cl)Cl (phosphorus pentachloride). Starting materials: C1CCN2CCC(CC12)C1=CNC2=CC=NC=C12 (3-(octahydro-7-indolizinyl)-1-H-5-azaindole), C1=C(C=CC2=CC=CC=C12)S(=O)(=O)Cl (2-naphthalenesulfonyl chloride), C[Si](C)(C)[N-][Si](C)(C)C.[Na+] (NaN(TMS)2). Solvent: C1CCOC1 (THF). Product: C1CCN2CCC(CC12)C1=CN(C2=NC=CC=C12)S(=O)(=O)C1=CC2=CC=CC=C2C=C1 (3-(Octahydro-7-indolizinyl)-1-(2-naphthalenesulfonyl)-7-azaindole). Reaction SMILES: [CH2:1]1[CH:9]2[N:4]([CH2:5][CH2:6][CH:7]([C:10]3[C:18]4[C:13](=[CH:14][CH:15]=[N:16][CH:17]=4)[NH:12][CH:11]=3)[CH2:8]2)[CH2:3][CH2:2]1.[CH:19]1[C:28]2[C:23](=[CH:24][CH:25]=[CH:26][CH:27]=2)[CH:22]=[CH:21][C:20]=1[S:29](Cl)(=[O:31])=[O:30].C[Si]([N-][Si](C)(C)C)(C)C.[Na+]>C1COCC1>[CH2:1]1[CH:9]2[N:4]([CH2:5][CH2:6][CH:7]([C:10]3[C:18]4[C:17](=[N:16][CH:15]=[CH:14][CH:13]=4)[N:12]([S:29]([C:20]4[CH:21]=[CH:22][C:23]5[C:28](=[CH:27][CH:26]=[CH:25][CH:24]=5)[CH:19]=4)(=[O:31])=[O:30])[CH:11]=3)[CH2:8]2)[CH2:3][CH2:2]1 |f:2.3|. Procedure details: from 3-(octahydro-7-indolizinyl)-1-H-5-azaindole (less polar isomer) (10 mg, 0.0415 mmol), 2-naphthalenesulfonyl chloride (17.2 mg, 0.0828 mmol) and 1M NaN(TMS)2 (100 μL, 0.10 mmol) in THF (0.5 mL) at RT. The reactants are NC=1C=CC(=NC1)C#N (5-amino-pyridine-2-carbonitrile), N1(CCOCC1)C=1C=C(C=O)C=CC1 (3-morpholin-4-yl-benzaldehyde). The reagents and catalysts are C1(=CC=C(C=C1)S(=O)(=O)O)C (p-toluenesulfonic acid). Run in C1(=CC=CC=C1)C (toluene). Yields the product N1(CCOCC1)C=1C=C(C=CC1)\C=N\C=1C=CC(=NC1)C#N (5-{[1-(3-morpholin-4-yl-phenyl)-meth-(E)-ylidene]-amino}-pyridine-2-carbonitrile). The yield is 99.9%. As a reaction SMILES: [NH2:1][C:2]1[CH:3]=[CH:4][C:5]([C:8]#[N:9])=[N:6][CH:7]=1.[N:10]1([C:16]2[CH:17]=[C:18]([CH:21]=[CH:22][CH:23]=2)[CH:19]=O)[CH2:15][CH2:14][O:13][CH2:12][CH2:11]1>C1(C)C=CC=CC=1.C1(C)C=CC(S(O)(=O)=O)=CC=1>[N:10]1([C:16]2[CH:17]=[C:18](/[CH:19]=[N:1]/[C:2]3[CH:3]=[CH:4][C:5]([C:8]#[N:9])=[N:6][CH:7]=3)[CH:21]=[CH:22][CH:23]=2)[CH2:15][CH2:14][O:13][CH2:12][CH2:11]1. Procedure: The mixture solution of 5-amino-pyridine-2-carbonitrile (9.3 g, 78.4 mmol), 3-morpholin-4-yl-benzaldehyde (15.0 g, 78.4 mmol) and p-toluenesulfonic acid (271.8 mg, 1.4 mmol) in toluene (150 mL) was heated to reflux for 12 h. Then the reaction mixture was cooled to room temperature. The solvent was removed in vacuo and the residue was washed with ether to afford 5-{[1-(3-morpholin-4-yl-phenyl)-meth-(E)-ylidene]-amino}-pyridine-2-carbonitrile (22.9 g, quant.) as a light yellow solid: MS (ESI) M+1=... RXN SMILES: [CH3:25][C:26](=[O:27])[OH:28].[NH2:19][CH2:20][CH2:21][C:22]([OH:23])=[O:24].[O:12]=[C:13]1[CH2:14][NH:15][C:16](=[O:17])[NH:18]1.[OH2:29].[OH:1][c:2]1[c:3]([O:10][CH3:11])[cH:4][c:5]([CH:6]=[O:7])[cH:8][cH:9]1>>[OH:1][c:2]1[c:3]([O:10][CH3:11])[cH:4][c:5]([CH:6]=[C:14]2[C:13](=[O:12])[NH:18][C:16](=[O:17])[NH:15]2)[cH:8][cH:9]1. Yields the product COc1cc(C=C2NC(=O)NC2=O)ccc1O. Starting materials: CC(=O)O, NCCC(=O)O, O=C1CNC(=O)N1, O, COc1cc(C=O)ccc1O. The reactants are CC#N, CSc1nc(Cl)cc(C(F)(F)F)n1, [F-], O=S(=O)(c1ccccc1C(F)(F)F)C1CCNC1, [K+]. Yields the product CSc1nc(N2CCC(S(=O)(=O)c3ccccc3C(F)(F)F)C2)cc(C(F)(F)F)n1. Reaction SMILES: [CH3:34][C:35]#[N:36].[Cl:19][c:20]1[n:21][c:22]([S:30][CH3:31])[n:23][c:24]([C:26]([F:27])([F:28])[F:29])[cH:25]1.[F-:32].[F:1][C:2]([c:3]1[c:4]([S:9](=[O:10])(=[O:11])[CH:12]2[CH2:13][NH:14][CH2:15][CH2:16]2)[cH:5][cH:6][cH:7][cH:8]1)([F:17])[F:18].[K+:33]>>[F:1][C:2]([c:3]1[c:4]([S:9](=[O:10])(=[O:11])[CH:12]2[CH2:13][N:14]([c:20]3[n:21][c:22]([S:30][CH3:31])[n:23][c:24]([C:26]([F:27])([F:28])[F:29])[cH:25]3)[CH2:15][CH2:16]2)[cH:5][cH:6][cH:7][cH:8]1)([F:17])[F:18].